This data is from the Open Reaction Database (ORD), a public repository of structured organic reaction records. The task is: describe an organic reaction: reactants, conditions, products, and yield Reactants: CC(C)(C)OC(=O)NC(Cc1cc(F)ccc1F)C1CO1, CN. Yields the product CNCC(O)C(Cc1cc(F)ccc1F)NC(=O)OC(C)(C)C. As a reaction SMILES: [C:1]([CH3:2])([CH3:3])([CH3:4])[O:5][C:6]([NH:7][CH:8]([CH2:9][c:10]1[c:11]([F:17])[cH:12][cH:13][c:14]([F:16])[cH:15]1)[CH:18]1[O:19][CH2:20]1)=[O:21].[CH3:22][NH2:23]>>[C:1]([CH3:2])([CH3:3])([CH3:4])[O:5][C:6]([NH:7][CH:8]([CH2:9][c:10]1[c:11]([F:17])[cH:12][cH:13][c:14]([F:16])[cH:15]1)[CH:18]([OH:19])[CH2:20][NH:23][CH3:22])=[O:21]. Reactants: C(C)(=O)OC(C)=O (acetic anhydride), CC(=CCO)CCC=C(CCC(C(CCC=C(CCC=C(C)C)C)C)O)C (3,7,11,15,19-pentamethyl-2,6,14,18-eicosatetraene-1,10-diol), ice water. Run in N1=CC=CC=C1 (pyridine). Conditions: time 40 minute. The product is C(C)(=O)OCC=C(CCC=C(CCC(C(CCC=C(CCC=C(C)C)C)C)O)C)C (1-acetoxy-3,7,11,15,19-pentamethyl-2,6,14,18-eicosatetraen-10-ol). Isolated yield 74.4%. Reaction SMILES: [CH3:1][C:2]([CH2:6][CH2:7][CH:8]=[C:9]([CH3:27])[CH2:10][CH2:11][CH:12]([OH:26])[CH:13]([CH3:25])[CH2:14][CH2:15][CH:16]=[C:17]([CH3:24])[CH2:18][CH2:19][CH:20]=[C:21]([CH3:23])[CH3:22])=[CH:3][CH2:4][OH:5].[C:28](OC(=O)C)(=[O:30])[CH3:29]>N1C=CC=CC=1>[C:28]([O:5][CH2:4][CH:3]=[C:2]([CH3:1])[CH2:6][CH2:7][CH:8]=[C:9]([CH3:27])[CH2:10][CH2:11][CH:12]([OH:26])[CH:13]([CH3:25])[CH2:14][CH2:15][CH:16]=[C:17]([CH3:24])[CH2:18][CH2:19][CH:20]=[C:21]([CH3:23])[CH3:22])(=[O:30])[CH3:29]. Procedure: To a mixture of 3,7,11,15,19-pentamethyl-2,6,14,18-eicosatetraene-1,10-diol (3.75 g) in pyridine (1 ml) while cooling with ice, acetic anhydride (1.53 g) is dropwise added in 15 minutes, and then stirring is continued for 40 minutes. The reaction mixture is poured into ice water and extracted with ether. The ether extract is washed with water, dried and evaporated. The residue (3.9 g) is purified by chromatography on silica gel (40 g) using benzene to give 1-acetoxy-3,7,11,15,19-pentamethyl-2,6,... Starting materials: O=C([O-])[O-], CN(C)C=O, ClCCCN1CCCCC1, Cl, [K+], [K+], [O-][n+]1ccc(-c2ccc(O)cc2)cc1. The product is [O-][n+]1ccc(-c2ccc(OCCCN3CCCCC3)cc2)cc1. As a reaction SMILES: [C:15](=[O:16])([O-:17])[O-:18].[CH3:32][N:33]([CH3:34])[CH:35]=[O:36].[Cl:21][CH2:22][CH2:23][CH2:24][N:25]1[CH2:26][CH2:27][CH2:28][CH2:29][CH2:30]1.[ClH:31].[K+:19].[K+:20].[OH:1][c:2]1[cH:3][cH:4][c:5](-[c:8]2[cH:9][cH:10][n+:11]([O-:14])[cH:12][cH:13]2)[cH:6][cH:7]1>>[O:1]([c:2]1[cH:3][cH:4][c:5](-[c:8]2[cH:9][cH:10][n+:11]([O-:14])[cH:12][cH:13]2)[cH:6][cH:7]1)[CH2:22][CH2:23][CH2:24][N:25]1[CH2:26][CH2:27][CH2:28][CH2:29][CH2:30]1. Starting materials: C(C(=O)Cl)(=O)Cl (oxalyl chloride), CC=1C=C(N)C=C(C1)C (3,5-dimethylaniline), COC1=C(C=C(C(=O)O)C=C1)[N+](=O)[O-] (4-methoxy-3-nitrobenzoic acid), CN(C=O)C (dimethylformamide). Yields the product NC=1C=C(C(=O)NC2=CC(=CC(=C2)C)C)C=CC1OC (3-Amino-4-methoxy-N-(3,5-dimethylphenyl)-benzamide). Yield: 69.9%. RXN SMILES: C(Cl)(=O)C(Cl)=O.[CH3:7][O:8][C:9]1[CH:17]=[CH:16][C:12]([C:13]([OH:15])=O)=[CH:11][C:10]=1[N+:18]([O-])=O.CN(C)C=O.[CH3:26][C:27]1[CH:28]=[C:29]([CH:31]=[C:32]([CH3:34])[CH:33]=1)[NH2:30]>>[NH2:18][C:10]1[CH:11]=[C:12]([CH:16]=[CH:17][C:9]=1[O:8][CH3:7])[C:13]([NH:30][C:29]1[CH:31]=[C:32]([CH3:34])[CH:33]=[C:27]([CH3:26])[CH:28]=1)=[O:15]. Procedure details: Prepared according to the procedure described for Example 1 using oxalyl chloride (3.0 mL, 4.39 mmol), 4-methoxy-3-nitrobenzoic acid (5.00 g, 25.36 mmol), dimethylformamide (0.5 mL, 6.5 mmol), and 3,5-dimethylaniline (6.4 mL, 51.33 mmol) to afford the product (4.79 g); m.p. 155-162° C. Product: Cl.Cl.Cl.COC1=C(C=CC=C1)N1CCN(CC1)CCCNCC1=CC=CC=2C(C(=C(OC21)C2=CC=CC=C2)C)=O (8-{[3-[4-(2-Methoxyphenyl)-1-piperazinyl]propylamino]methyl}-3-methyl-4-oxo-2-phenyl-4H-1-benzopyran trihydrochloride). Reported procedure: To a mixture of 0.53 g of 8-formyl-3-methyl-4-oxo-2-phenyl-4H-1-benzopyran, 0.55 g of 3-[4-(2-methoxyphenyl)-1-piperazinyl]propylamine, 70 ml of 1,2-dichloroethane and 0.11 ml of acetic acid was added 0.64 g of sodium triacetoxyborohydride. The mixture was stirred at room temperature for 4.5 hours. The reaction mixture was poured into 100 ml of water and acidified with 37% hydrochloric acid. This was followed addition of cold 6N aqueous sodium hydroxide to make the solution alkaline. The mixture... Solvent: C(C)(=O)O (acetic acid), ClCCCl (1,2-dichloroethane), O (water). Run at time 4.5 hour. RXN SMILES: [CH:1]([C:3]1[C:12]2[O:11][C:10]([C:13]3[CH:18]=[CH:17][CH:16]=[CH:15][CH:14]=3)=[C:9]([CH3:19])[C:8](=[O:20])[C:7]=2[CH:6]=[CH:5][CH:4]=1)=O.[CH3:21][O:22][C:23]1[CH:28]=[CH:27][CH:26]=[CH:25][C:24]=1[N:29]1[CH2:34][CH2:33][N:32]([CH2:35][CH2:36][CH2:37][NH2:38])[CH2:31][CH2:30]1.C(O[BH-](OC(=O)C)OC(=O)C)(=O)C.[Na+].[ClH:53].[OH-].[Na+]>O.C(O)(=O)C.ClCCCl>[ClH:53].[ClH:53].[ClH:53].[CH3:21][O:22][C:23]1[CH:28]=[CH:27][CH:26]=[CH:25][C:24]=1[N:29]1[CH2:30][CH2:31][N:32]([CH2:35][CH2:36][CH2:37][NH:38][CH2:1][C:3]2[C:12]3[O:11][C:10]([C:13]4[CH:18]=[CH:17][CH:16]=[CH:15][CH:14]=4)=[C:9]([CH3:19])[C:8](=[O:20])[C:7]=3[CH:6]=[CH:5][CH:4]=2)[CH2:33][CH2:34]1 |f:2.3,5.6,10.11.12.13|. Reactants: C(=O)C1=CC=CC=2C(C(=C(OC21)C2=CC=CC=C2)C)=O (8-formyl-3-methyl-4-oxo-2-phenyl-4H-1-benzopyran), COC1=C(C=CC=C1)N1CCN(CC1)CCCN (3-[4-(2-methoxyphenyl)-1-piperazinyl]propylamine), Cl (hydrochloric acid), [OH-].[Na+] (sodium hydroxide), C(C)(=O)O[BH-](OC(C)=O)OC(C)=O.[Na+] (sodium triacetoxyborohydride). Reactants: CCOC(=O)CCc1c[nH]c2cc(-c3noc(-c4cnc(OC(C)C)c(C(F)(F)F)c4)n3)ccc12, CC(C)O, Cl, [Na+], [OH-], O. Product: CC(C)Oc1ncc(-c2nc(-c3ccc4c(CCC(=O)O)c[nH]c4c3)no2)cc1C(F)(F)F. RXN SMILES: [CH3:3][CH:4]([CH3:5])[O:6][c:7]1[c:8]([C:34]([F:35])([F:36])[F:37])[cH:9][c:10](-[c:13]2[n:14][c:15](-[c:18]3[cH:19][cH:20][c:21]4[c:22]([CH2:27][CH2:28][C:29](=[O:30])[O:31][CH2:32][CH3:33])[cH:23][nH:24][c:25]4[cH:26]3)[n:16][o:17]2)[cH:11][n:12]1.[CH:39]([OH:40])([CH3:41])[CH3:42].[ClH:38].[Na+:2].[OH-:1].[OH2:43]>>[CH3:3][CH:4]([CH3:5])[O:6][c:7]1[c:8]([C:34]([F:35])([F:36])[F:37])[cH:9][c:10](-[c:13]2[n:14][c:15](-[c:18]3[cH:19][cH:20][c:21]4[c:22]([CH2:27][CH2:28][C:29](=[O:30])[OH:31])[cH:23][nH:24][c:25]4[cH:26]3)[n:16][o:17]2)[cH:11][n:12]1. Starting materials: BrCC(CC)=O (1-bromobutan-2-one), C(C1=CC=CC=C1)OC1=C(N(C(=C1OCC1=CC=CC=C1)C(N)=S)C1=CC=C(C=C1)OC)C(=O)OCC (ethyl 3,4-bis(benzyloxy)-5-carbamothioyl-1-(4-methoxyphenyl)-1H-pyrrole-2-carboxylate). Run in CCO (EtOH). Yields the product C(C1=CC=CC=C1)OC1=C(N(C(=C1OCC1=CC=CC=C1)C=1SC=C(N1)CC)C1=CC=C(C=C1)OC)C(=O)OCC (Ethyl 3,4-bis(benzyloxy)-5-(4-ethylthiazol-2-yl)-1-(4-methoxyphenyl)-1H-pyrrole-2-carboxylate). The yield is 75.9%. RXN SMILES: Br[CH2:2][C:3](=O)[CH2:4][CH3:5].[CH2:7]([O:14][C:15]1[C:19]([O:20][CH2:21][C:22]2[CH:27]=[CH:26][CH:25]=[CH:24][CH:23]=2)=[C:18]([C:28](=[S:30])[NH2:29])[N:17]([C:31]2[CH:36]=[CH:35][C:34]([O:37][CH3:38])=[CH:33][CH:32]=2)[C:16]=1[C:39]([O:41][CH2:42][CH3:43])=[O:40])[C:8]1[CH:13]=[CH:12][CH:11]=[CH:10][CH:9]=1>CCO>[CH2:7]([O:14][C:15]1[C:19]([O:20][CH2:21][C:22]2[CH:27]=[CH:26][CH:25]=[CH:24][CH:23]=2)=[C:18]([C:28]2[S:30][CH:2]=[C:3]([CH2:4][CH3:5])[N:29]=2)[N:17]([C:31]2[CH:36]=[CH:35][C:34]([O:37][CH3:38])=[CH:33][CH:32]=2)[C:16]=1[C:39]([O:41][CH2:42][CH3:43])=[O:40])[C:8]1[CH:13]=[CH:12][CH:11]=[CH:10][CH:9]=1. Procedure: A solution of 1-bromobutan-2-one (24 μL, 0.21 mmol) and ethyl 3,4-bis(benzyloxy)-5-carbamothioyl-1-(4-methoxyphenyl)-1H-pyrrole-2-carboxylate (29) [prepared under standard conditions from UL1-079 and Lawesson reagent] (100 mg, 0.19 mmol) in EtOH (4 mL) was heated at 80° C. for 45 min. The volatiles were removed in vacuo and the product was purified by silica gel chromatography (12 g cartridge, 0-25% EtOAc in isohexane) to afford ethyl 3,4-bis(benzyloxy)-5-(4-ethylthiazol-2-yl)-1-(4-methoxyphenyl...